This data is from the Open Reaction Database (ORD), a public repository of structured organic reaction records. The task is: describe an organic reaction: reactants, conditions, products, and yield Reactants: CCOC(=O)C (EtOAc), COC(COC1=C2C(=C(N(C2=CC=C1)CC1=CC=CC=C1)C)C(C(=O)N)=O)=O (((3-(2-amino-1,2-dioxoethyl)-2-methyl-1-(phenylmethyl)-1H-indol-4-yl)oxy)acetic acid methyl ester), [OH-].[Na+] (NaOH). Run in CO (methanol). Run at time 0.5 hour. Product: NC(C(=O)C1=C(N(C2=CC=CC(=C12)OCC(=O)O)CC1=CC=CC=C1)C)=O (((3-(2-amino-1,2-dioxoethyl)-2-methyl-1-(phenylmethyl)-1H-indol-4-yl)oxy)acetic acid). Yield: 69.2%. RXN SMILES: C[O:2][C:3](=[O:28])[CH2:4][O:5][C:6]1[CH:14]=[CH:13][CH:12]=[C:11]2[C:7]=1[C:8]([C:23](=[O:27])[C:24]([NH2:26])=[O:25])=[C:9]([CH3:22])[N:10]2[CH2:15][C:16]1[CH:21]=[CH:20][CH:19]=[CH:18][CH:17]=1.[OH-].[Na+].CCOC(C)=O>CO>[NH2:26][C:24](=[O:25])[C:23]([C:8]1[C:7]2[C:11](=[CH:12][CH:13]=[CH:14][C:6]=2[O:5][CH2:4][C:3]([OH:28])=[O:2])[N:10]([CH2:15][C:16]2[CH:17]=[CH:18][CH:19]=[CH:20][CH:21]=2)[C:9]=1[CH3:22])=[O:27] |f:1.2|. Reported procedure: A mixture of 660 mg (1.7 mmol) of ((3-(2-amino-1,2-dioxoethyl)-2-methyl-1-(phenylmethyl)-1H-indol-4-yl)oxy)acetic acid methyl ester and 10 mL of 1N NaOH in 30 mL of methanol was heated to maintain reflux for 1 hour, cooled to room temperature and stirred for 0.5 hour. The mixture was concentrated at reduced pressure and the residue taken up in EtOAc/water. The aqueous layer was separated, made acidic to pH 2-3 with 1N HCl and extracted with EtOAc. On concentrating the EtOAc solution, 431 mg (69%... The reactants are COC(=O)C(N)CCSC, O=C(O)c1ccc(S(=O)(=O)c2ccccn2)cc1-c1ccccc1. Yields the product COC(=O)C(CCSC)NC(=O)c1ccc(S(=O)(=O)c2ccccn2)cc1-c1ccccc1. Reaction SMILES: [CH3:25][O:26][C:27]([CH:28]([NH2:29])[CH2:30][CH2:31][S:32][CH3:33])=[O:34].[n:1]1[c:2]([S:7](=[O:8])(=[O:9])[c:10]2[cH:11][c:12](-[c:19]3[cH:20][cH:21][cH:22][cH:23][cH:24]3)[c:13]([C:14](=[O:15])[OH:16])[cH:17][cH:18]2)[cH:3][cH:4][cH:5][cH:6]1>>[n:1]1[c:2]([S:7](=[O:8])(=[O:9])[c:10]2[cH:11][c:12](-[c:19]3[cH:20][cH:21][cH:22][cH:23][cH:24]3)[c:13]([C:14](=[O:15])[NH:29][CH:28]([C:27]([O:26][CH3:25])=[O:34])[CH2:30][CH2:31][S:32][CH3:33])[cH:17][cH:18]2)[cH:3][cH:4][cH:5][cH:6]1. Reactants: BrC=1C=C(C=2C=NN(C2C1)C1=CC(=C(C=C1)O)F)O (6-Bromo-1-(3-fluoro-4-hydroxyphenyl)-1H-indazol-4-ol), dichlorobis(tris-o-tolylphosphine)palladium, C(CCC)C(=C(CCCC)CCCC)[Sn] (tributylvinyltin). The solvent is C(OC)COC (dimethoxyethane). Conditions: temperature 90 celsius. The product is C(=C)C=1C=C(C=2C=NN(C2C1)C1=CC(=C(C=C1)O)F)O (6-Ethenyl-1-(3-fluoro-4-hydroxyphenyl)-1H-indazol-4-ol). The yield is 33.7%. RXN SMILES: Br[C:2]1[CH:3]=[C:4]([OH:19])[C:5]2[CH:6]=[N:7][N:8]([C:11]3[CH:16]=[CH:15][C:14]([OH:17])=[C:13]([F:18])[CH:12]=3)[C:9]=2[CH:10]=1.[CH2:20](C([Sn])=C(CCCC)CCCC)[CH2:21]CC>C(COC)OC>[CH:20]([C:2]1[CH:3]=[C:4]([OH:19])[C:5]2[CH:6]=[N:7][N:8]([C:11]3[CH:16]=[CH:15][C:14]([OH:17])=[C:13]([F:18])[CH:12]=3)[C:9]=2[CH:10]=1)=[CH2:21] |^1:21|. Procedure details: To a solution of 6-bromo-1-(3-fluoro-4-hydroxyphenyl)-1H-indazol-4-ol (360 mg, 1.11 mmol) (E5) in dimethoxyethane (10 mL) was added dichlorobis(tris-o-tolylphosphine)palladium (44 mg, 0.056 mmol) and tributylvinyltin (0.65 mL, 2.22 mmol). The reaction mixture was heated at 90° C. under argon overnight. After cooling to room temperature, the mixture was filtered through a pad of celite. The filtrate was concentrated and the crude product purified by silica gel chromatography eluting with 5-100% e... Reactants: Sc1ccc(Br)cn1, O=C([O-])[O-], CC(C)O, Clc1ccc(I)cn1, I[Cu]I, [K+], [K+], OCCO. The product is Clc1ccc(Sc2ccc(Br)cn2)cn1. As a reaction SMILES: [Br:1][c:2]1[cH:3][cH:4][c:5]([SH:8])[n:6][cH:7]1.[C:17](=[O:18])([O-:19])[O-:20].[CH3:30][CH:31]([OH:32])[CH3:33].[Cl:9][c:10]1[n:11][cH:12][c:13]([I:16])[cH:14][cH:15]1.[Cu:27]([I:28])[I:29].[K+:21].[K+:22].[OH:23][CH2:24][CH2:25][OH:26]>>[Br:1][c:2]1[cH:3][cH:4][c:5]([S:8][c:13]2[cH:12][n:11][c:10]([Cl:9])[cH:15][cH:14]2)[n:6][cH:7]1. The reactants are C1CNCCN1, C1CCOC1, ClC(c1ccccc1)(c1ccccc1)c1ccccc1. Yields the product c1ccc(C(c2ccccc2)(c2ccccc2)N2CCNCC2)cc1. As a reaction SMILES: [CH2:1]1[CH2:2][NH:3][CH2:4][CH2:5][NH:6]1.[O:27]1[CH2:28][CH2:29][CH2:30][CH2:31]1.[c:7]1([C:13]([c:14]2[cH:15][cH:16][cH:17][cH:18][cH:19]2)([c:20]2[cH:21][cH:22][cH:23][cH:24][cH:25]2)[Cl:26])[cH:8][cH:9][cH:10][cH:11][cH:12]1>>[CH2:1]1[CH2:2][N:3]([C:13]([c:7]2[cH:8][cH:9][cH:10][cH:11][cH:12]2)([c:14]2[cH:15][cH:16][cH:17][cH:18][cH:19]2)[c:20]2[cH:21][cH:22][cH:23][cH:24][cH:25]2)[CH2:4][CH2:5][NH:6]1. Starting materials: [OH-].[Na+] (NaOH), C(C1=CC=CC=C1)OC(C1=CC(=C(C(=C1)OC)OCC1=CC=CC=C1)Cl)=O (4-benzyloxy-3-chloro-5-methoxy-benzoic acid benzyl ester), [H-].[Al+3].[Li+].[H-].[H-].[H-] (lithium aluminium hydride). Run in C1CCOC1 (THF), C1CCOC1 (THF). Conditions: time 30 minute. Product: C(C1=CC=CC=C1)OC1=C(C=C(C=C1OC)CO)Cl ((4-Benzyloxy-3-chloro-5-methoxy-phenyl)-methanol). RXN SMILES: C([O:8][C:9](=O)[C:10]1[CH:15]=[C:14]([O:16][CH3:17])[C:13]([O:18][CH2:19][C:20]2[CH:25]=[CH:24][CH:23]=[CH:22][CH:21]=2)=[C:12]([Cl:26])[CH:11]=1)C1C=CC=CC=1.[H-].[Al+3].[Li+].[H-].[H-].[H-].[OH-].[Na+]>C1COCC1>[CH2:19]([O:18][C:13]1[C:14]([O:16][CH3:17])=[CH:15][C:10]([CH2:9][OH:8])=[CH:11][C:12]=1[Cl:26])[C:20]1[CH:21]=[CH:22][CH:23]=[CH:24][CH:25]=1 |f:1.2.3.4.5.6,7.8|. Procedure details: A solution of 4-benzyloxy-3-chloro-5-methoxy-benzoic acid benzyl ester (CAB02162, 3.83 g, 10.0, mmol) in THF (20 mL) was added dropwise with a syringe to a suspension of lithium aluminium hydride (500 mg, 13.15 mmol) in THF (30 mL). The mixture was stirred at room temperature for 30 minutes and 2N NaOH (5 mL) was added. The mixture was stirred for another hour, the aluminium salts were filtered off, the filtrate was dried over sodium sulphate and concentrated under reduced pressure. The resultin... Solvent: C1=CC=CC=C1 (benzene). RXN SMILES: C1(OC(=S)O[CH:10]([C:17]2[CH:22]=[CH:21][C:20]([C:23]#[N:24])=[C:19]([F:25])[CH:18]=2)[C:11]2[CH:12]=[N:13][CH:14]=[CH:15][CH:16]=2)C=CC=CC=1.CC(N=NC(C#N)(C)C)(C#N)C.C([SnH](CCCC)CCCC)CCC>C1C=CC=CC=1>[F:25][C:19]1[CH:18]=[C:17]([CH2:10][C:11]2[CH:12]=[N:13][CH:14]=[CH:15][CH:16]=2)[CH:22]=[CH:21][C:20]=1[C:23]#[N:24]. Yields the product FC1=C(C#N)C=CC(=C1)CC=1C=NC=CC1 (2-fluoro-4-pyridin-3-ylmethyl-benzonitrile). Reactants: C1(=CC=CC=C1)OC(OC(C=1C=NC=CC1)C1=CC(=C(C=C1)C#N)F)=S (thiocarbonic acid O-[(4-cyano-3-fluoro-phenyl)-pyridin-3-yl-methyl]Ester O-phenyl Ester), CC(C)(C#N)N=NC(C)(C)C#N (AIBN), C(CCC)[SnH](CCCC)CCCC (tri-n-butyltinhydride). Procedure details: To a solution of thiocarbonic acid O-[(4-cyano-3-fluoro-phenyl)-pyridin-3-yl-methyl]ester O-phenyl ester (as described in Step A above) (0.5 g, 1.37 mmol) in benzene (2.0 mL) was added AIBN (0.18 g, 1.1 mmol) and tri-n-butyltinhydride (1.09 mL, 4.0 mmol) and the solution was heated to refluxed for 2 hr. The solvents were removed in vacuo to obtain the title compound after chromatography (silica gel, CH2Cl2:MeOH 99:1). The reactants are C(=O)O (Formic acid), O (Water), C(C)(=O)OC(C)=O (acetic anhydride), Cl.NCC1=C(C=C(C=C1)C(=O)N1C2=C(NC=3N(N=CC3C1)C)C=C(C=C2)C)F ((4-Aminomethyl-3-fluoro-phenyl)-(3,6-dimethyl-4,10-dihydro-3H-2,3,4,9-tetraaza-benzo[f]azulen-9-yl)-methanone hydrochloride). Run in C(Cl)(Cl)Cl (chloroform). Conditions: time 1 hour. Product: CN1N=CC=2CN(C3=C(NC12)C=C(C=C3)C)C(=O)C3=CC(=C(CNC=O)C=C3)F (N-[4-(3,6-Dimethyl-4,10-dihydro-3H-2,3,4,9-tetraaza-benzo[f]azulene-9-carbonyl)-2-fluoro-benzyl]-formamide). The yield is 40.0%. RXN SMILES: [CH:1]([OH:3])=O.C(OC(=O)C)(=O)C.Cl.[NH2:12][CH2:13][C:14]1[CH:19]=[CH:18][C:17]([C:20]([N:22]2[CH2:31][C:30]3[CH:29]=[N:28][N:27]([CH3:32])[C:26]=3[NH:25][C:24]3[CH:33]=[C:34]([CH3:37])[CH:35]=[CH:36][C:23]2=3)=[O:21])=[CH:16][C:15]=1[F:38].O>C(Cl)(Cl)Cl>[CH3:32][N:27]1[C:26]2[NH:25][C:24]3[CH:33]=[C:34]([CH3:37])[CH:35]=[CH:36][C:23]=3[N:22]([C:20]([C:17]3[CH:18]=[CH:19][C:14]([CH2:13][NH:12][CH:1]=[O:3])=[C:15]([F:38])[CH:16]=3)=[O:21])[CH2:31][C:30]=2[CH:29]=[N:28]1 |f:2.3|. Procedure details: Formic acid (0.85 ml, 22.5 mmol) and acetic anhydride (1.4 ml, 13.5 mmol) were combined and stirred for 1 h at room temperature. (4-Aminomethyl-3-fluoro-phenyl)-(3,6-dimethyl-4,10-dihydro-3H-2,3,4,9-tetraaza-benzo[f]azulen-9-yl)-methanone hydrochloride from Example E98.2 (113 mg, 0.3 mmol) was added and the mixture was stirred for 1 h. Water (20 ml) was added and the mixture was stirred for 1 h. It was diluted with chloroform, washed with saturated NaHCO3 then brine, dried and concentrated in va...